From a dataset of the Open Reaction Database (ORD), a public repository of structured organic reaction records. describe an organic reaction: reactants, conditions, products, and yield The reactants are NCCC(CC)N (1,3-diaminopentane), NCCC(CC)N (1,3-diaminopentane), C(CCCCC#N)#N (adiponitrile), [H][H] (hydrogen). The reagents and catalysts are [Ni] (Raney® nickel). Reaction conditions: temperature 90 celsius. Product: C(#N)CCCCC1NCCC(N1)CC (2-(4-cyanobutyl)-4-ethylhexahydropyrimidine). Yield: 59.0%. As a reaction SMILES: [NH2:1][CH2:2][CH2:3][CH:4]([NH2:7])[CH2:5][CH3:6].[C:8](#N)[CH2:9][CH2:10][CH2:11][CH2:12][C:13]#[N:14].[H][H]>[Ni]>[C:13]([CH2:12][CH2:11][CH2:10][CH2:9][CH:8]1[NH:7][CH:4]([CH2:5][CH3:6])[CH2:3][CH2:2][NH:1]1)#[N:14]. Reported procedure: Fifty grams of 1,3-diaminopentane (99%, 0.485 mole), 116 g (1.07 moles) adiponitrile and 2.3 g Raney® nickel were charged to a 300 cc autoclave reactor. The mixture was stirred and heated at 90° C. and 650 psig hydrogen pressure for 10 hours. The mixture was cooled and filtered under nitrogen. Capillary GC analysis of the filtered product indicated a 56% conversion of 1,3-diaminopentane and 59% yield of 2-(4-cyanobutyl)-4-ethylhexahydropyrimidine. The product is CCCCOC=CCCC(=O)Oc1ccccc1. Reactants: C=CCCC(=O)Oc1ccccc1, C=COCCCC. RXN SMILES: [C:1]([CH2:2][CH2:3][CH:4]=[CH2:5])(=[O:6])[O:7][c:8]1[cH:9][cH:10][cH:11][cH:12][cH:13]1.[CH:14](=[CH2:15])[O:16][CH2:17][CH2:18][CH2:19][CH3:20]>>[C:1]([CH2:2][CH2:3][CH:4]=[CH:5][O:16][CH2:17][CH2:18][CH2:19][CH3:20])(=[O:6])[O:7][c:8]1[cH:9][cH:10][cH:11][cH:12][cH:13]1. Reactants: C(C1=CC=CC=C1)(C1=CC=CC=C1)=NNC1=C2C=CN=CC2=CC=C1 (N-Benzhydrylidene-N′-isoquinolin-5-yl-hydrazine), C(C)(=O)C1=CC=CC=C1 (acetophenone), CC=1C=CC(=CC1)S(=O)(=O)O (pTSA). The solvent is CCO (EtOH). Run at time 1 hour. Product: C1(=CC=CC=C1)C1=CC=2C(=C3C=CN=CC3=CC2)N1 (2-Phenyl-1H-pyrrolo[2,3-f]isoquinoline). Isolated yield 58.0%. As a reaction SMILES: C(=N[NH:15][C:16]1[CH:25]=[CH:24][CH:23]=[C:22]2[C:17]=1[CH:18]=[CH:19][N:20]=[CH:21]2)(C1C=CC=CC=1)C1C=CC=CC=1.[C:26]([C:29]1[CH:34]=[CH:33][CH:32]=[CH:31][CH:30]=1)(=O)[CH3:27].CC1C=CC(S(O)(=O)=O)=CC=1>CCO>[C:29]1([C:26]2[NH:15][C:16]3=[C:17]4[C:22](=[CH:23][CH:24]=[C:25]3[CH:27]=2)[CH:21]=[N:20][CH:19]=[CH:18]4)[CH:34]=[CH:33][CH:32]=[CH:31][CH:30]=1. Procedure: To a solution of N-benzhydrylidene-N′-isoquinolin-5-yl-hydrazine 4A (1.4 mmol) and acetophenone (2.1 mmol) in EtOH (7 mL), pTSA (5.6 mmol) was added and the mixture was submitted to microwaves at 120° C. for 1 h. The solvent was removed, the residue was dissolved in DCM and washed with aq saturated NaHCO3. The organic layer was dried (Na2SO4) and concentrated. The crude material was then purified by chromatography on silica gel (eluant: hexane/AcOEt 4:6) affording the title compound (58% yield).... Reactants: ClC1=C(C=CC=C1)C1=CC(=C(C=C1)C(C#N)CC1=CC=C(C=C1)OCCOC1=C(C=C(C=C1Cl)C)Cl)C (2-(2′-chloro-3-methylbiphenyl-4-yl)-3-{4-[2-(2,6-dichloro-4-methylphenoxy)-ethoxy]phenyl}propanenitrile), cobaltous chloride hexahydrate, [BH4-].[Na+] (sodium borohydride). The solvent is [OH-].[Na+] (NaOH), CO.C1CCOC1 (MeOH THF), CCOC(=O)C (EtOAc). Run at time 12 hour. Yields the product ClC1=C(C=CC=C1)C1=CC(=C(C=C1)C(CN)CC1=CC=C(C=C1)OCCOC1=C(C=C(C=C1Cl)C)Cl)C (2-(2′-Chloro-3-methyl-biphenyl-4-yl)-3-{4-[2-(2,6-dichloro-4-methyl-phenoxy)-ethoxy]-phenyl}-propylamine). Reaction SMILES: [Cl:1][C:2]1[CH:7]=[CH:6][CH:5]=[CH:4][C:3]=1[C:8]1[CH:13]=[CH:12][C:11]([CH:14]([CH2:17][C:18]2[CH:23]=[CH:22][C:21]([O:24][CH2:25][CH2:26][O:27][C:28]3[C:33]([Cl:34])=[CH:32][C:31]([CH3:35])=[CH:30][C:29]=3[Cl:36])=[CH:20][CH:19]=2)[C:15]#[N:16])=[C:10]([CH3:37])[CH:9]=1.[BH4-].[Na+]>CO.C1COCC1.[OH-].[Na+].CCOC(C)=O>[Cl:1][C:2]1[CH:7]=[CH:6][CH:5]=[CH:4][C:3]=1[C:8]1[CH:13]=[CH:12][C:11]([CH:14]([CH2:17][C:18]2[CH:19]=[CH:20][C:21]([O:24][CH2:25][CH2:26][O:27][C:28]3[C:29]([Cl:36])=[CH:30][C:31]([CH3:35])=[CH:32][C:33]=3[Cl:34])=[CH:22][CH:23]=2)[CH2:15][NH2:16])=[C:10]([CH3:37])[CH:9]=1 |f:1.2,3.4,5.6|. Reported procedure: To a solution of 2-(2′-chloro-3-methylbiphenyl-4-yl)-3-{4-[2-(2,6-dichloro-4-methylphenoxy)ethoxy]phenyl}propanenitrile from step 4 (1 eq.) in MeOH/THF (4:1; 0.08M) at room temperature was added cobaltous chloride hexahydrate (CoCl2.6H2O; 2 eq.) and then portionwise sodium borohydride (10 eq.). The final black mixture was stiffed for 12 h at room temperature, poured in aqueous NaOH (1N) and diluted with EtOAc. The precipitate was filtered-off on celite and the organic extract was washed with sat... The reactants are C(C)(=O)OCC(=O)NC1=C(C#N)C(=CC=C1)OC (2-(acetoxyacetylamino)-6-methoxybenzonitrile), N (ammonia). The solvent is CO (methanol). Reaction conditions: time 1 hour. Yields the product OCC(=O)NC1=C(C#N)C(=CC=C1)OC (2-(hydroxyacetylamino)-6-methoxybenzonitrile). Isolated yield 86.7%. As a reaction SMILES: C([O:4][CH2:5][C:6]([NH:8][C:9]1[CH:16]=[CH:15][CH:14]=[C:13]([O:17][CH3:18])[C:10]=1[C:11]#[N:12])=[O:7])(=O)C.N>CO>[OH:4][CH2:5][C:6]([NH:8][C:9]1[CH:16]=[CH:15][CH:14]=[C:13]([O:17][CH3:18])[C:10]=1[C:11]#[N:12])=[O:7]. Reported procedure: To a solution of 2-(acetoxyacetylamino)-6-methoxybenzonitrile (2.5 g) in methanol (250 ml) is added dropwise 28%aqueous ammonia (5 ml). The mixture is stirred at room temperature for 1 hour, and thereafter, the solvent is distilled off under reduced pressure. The resulting crude crystals are recrystallized from ethanol to give the title compound (1.8 g) having the following physical properties. Starting materials: C(C)(C)N(CCC1=CC=C(C(=O)O)C=C1)C(C)C (4-(2-diisopropylaminoethyl)benzoic acid), 1,1-carbonyldiimidazole, C(C)(C)(C)OC(=O)N1CCNCC1 (1-tert-butoxycarbonylpiperazine). The solvent is CN(C)C=O (DMF). Reaction conditions: time 15 minute. Product: C(C)(C)(C)OC(=O)N1CCN(CC1)C(C1=CC=C(C=C1)CCN(C(C)C)C(C)C)=O (1-(tert-Butoxycarbonyl)-4-[4-(2-diisopropylaminoethyl)benzoyl]piperazine). Yield: 96.1%. As a reaction SMILES: [CH:1]([N:4]([CH:16]([CH3:18])[CH3:17])[CH2:5][CH2:6][C:7]1[CH:15]=[CH:14][C:10]([C:11]([OH:13])=O)=[CH:9][CH:8]=1)([CH3:3])[CH3:2].[C:19]([O:23][C:24]([N:26]1[CH2:31][CH2:30][NH:29][CH2:28][CH2:27]1)=[O:25])([CH3:22])([CH3:21])[CH3:20]>CN(C=O)C>[C:19]([O:23][C:24]([N:26]1[CH2:31][CH2:30][N:29]([C:11](=[O:13])[C:10]2[CH:9]=[CH:8][C:7]([CH2:6][CH2:5][N:4]([CH:1]([CH3:2])[CH3:3])[CH:16]([CH3:18])[CH3:17])=[CH:15][CH:14]=2)[CH2:28][CH2:27]1)=[O:25])([CH3:22])([CH3:20])[CH3:21]. Reported procedure: To a DMF (10 ml) solution of 4-(2-diisopropylaminoethyl)benzoic acid (300 mg) was added 1,1-carbonyldiimidazole (215 mg), and the solution was stirred at room temperature for 15 minutes. To the solution was added 1-tert-butoxycarbonylpiperazine (247 mg), and the solution was stirred at room temperature for 4 hours. The reaction solution was concentrated, and the residue was dissolved in ethyl acetate, washed with water and sodium chloride solution, dried and concentrated to give colorless oil of... Reactants: NC1=C(C2=C(S1)C1CCC(C2)O1)C(=O)OCCC (Propyl 2-amino-5,6,7,8-tetrahydro-4H-5,8-epoxycyclohepta[b]thiophene-3-carboxylate), FC1=C(C(=O)Cl)C(=CC=C1)C(F)(F)F (2-fluoro-6-trifluoromethyl-benzoyl chloride). Product: FC1=C(C(=O)NC2=C(C3=C(S2)C2CCC(C3)O2)C(=O)OCCC)C(=CC=C1)C(F)(F)F (Propyl 2-{[2-fluoro-6-(trifluoromethyl)benzoyl]amino}-5,6,7,8-tetrahydro-4H-5,8-epoxycyclohepta[b]thiophene-3-carboxylate). RXN SMILES: [NH2:1][C:2]1[S:6][C:5]2[CH:7]3[O:12][CH:10]([CH2:11][C:4]=2[C:3]=1[C:13]([O:15][CH2:16][CH2:17][CH3:18])=[O:14])[CH2:9][CH2:8]3.[F:19][C:20]1[CH:28]=[CH:27][CH:26]=[C:25]([C:29]([F:32])([F:31])[F:30])[C:21]=1[C:22](Cl)=[O:23]>>[F:19][C:20]1[CH:28]=[CH:27][CH:26]=[C:25]([C:29]([F:30])([F:31])[F:32])[C:21]=1[C:22]([NH:1][C:2]1[S:6][C:5]2[CH:7]3[O:12][CH:10]([CH2:11][C:4]=2[C:3]=1[C:13]([O:15][CH2:16][CH2:17][CH3:18])=[O:14])[CH2:9][CH2:8]3)=[O:23]. Procedure: The title compound was prepared from the product of Example 34A and commercially available 2-fluoro-6-trifluoromethyl-benzoyl chloride according to the procedure described for Example 1C. 1H NMR (DMSO-d6, 300 MHz) δ0.92 (t, J=7.1Hz, 3H), 1.60-1.72 (m, 3H), 1.98-2.17 (m, 3H), 2.57 (d, J=17.0Hz, 1H), 3.10 (dd, J=17.1, 4.9Hz, 1H), 4.15 (t, J=6.4 Hz, 2H), 4.69-4.73 (m, 1H), 5.14-5.16 (m, 1H), 7.73-7.87 (m, 3H), 11.53 (br s, 1H); MS (ESI+) m/z 458 (M+H)+. Anal. calcd. for C21H19F4NO4S: C, 55.14; H, 4... Starting materials: Cl.Cl.C1(CCC1)N1CCNCCC1 (1-(Cyclobutyl)hexahydro-1H-1,4-diazepine dihydrochloride), CCN(CC)CC1=CC=CC=C1.C=CC1=CC=CC=C1.C=CC1=CC=C(C=C1)C=C (diethylaminomethyl polystyrene), C=1C=CC2=C(C1)N=NN2O (HOBT), C(#N)C1=CC=C(C=C1)C1=CC=C(C=C1)C(=O)O (4′-cyano-4-biphenylcarboxylic acid). Solvent: C(Cl)Cl (DCM), C(CCl)Cl (EDC). Conditions: time 16 hour. Yields the product Cl.C1(CCC1)N1CCN(CCC1)C(=O)C1=CC=C(C=C1)C1=CC=C(C=C1)C#N (4′-[(4-Cyclobutylhexahydro-1H-1,4-diazepin-1-yl)carbonyl]-4-biphenylcarbonitrile hydrochloride). RXN SMILES: [ClH:1].Cl.[CH:3]1([N:7]2[CH2:13][CH2:12][CH2:11][NH:10][CH2:9][CH2:8]2)[CH2:6][CH2:5][CH2:4]1.CCN(CC1C=CC=CC=1)CC.C=CC1C=CC=CC=1.C=CC1C=CC(C=C)=CC=1.C1C=CC2N(O)N=NC=2C=1.[C:54]([C:56]1[CH:61]=[CH:60][C:59]([C:62]2[CH:67]=[CH:66][C:65]([C:68](O)=[O:69])=[CH:64][CH:63]=2)=[CH:58][CH:57]=1)#[N:55]>C(Cl)Cl.C(Cl)CCl>[ClH:1].[CH:3]1([N:7]2[CH2:13][CH2:12][CH2:11][N:10]([C:68]([C:65]3[CH:64]=[CH:63][C:62]([C:59]4[CH:60]=[CH:61][C:56]([C:54]#[N:55])=[CH:57][CH:58]=4)=[CH:67][CH:66]=3)=[O:69])[CH2:9][CH2:8]2)[CH2:6][CH2:5][CH2:4]1 |f:0.1.2,3.4.5,10.11|. Procedure details: 1-(Cyclobutyl)-hexahydro-1H-1,4-diazepine dihydrochloride (D4) (0.15 g) was stirred with diethylaminomethyl polystyrene (1.0 g), HOBT (0.045 g), 4′-cyano-4-biphenylcarboxylic acid (0.16 g) in DCM (5 ml). EDC (0.16 g) was then added and the reaction was stirred at rt for 16 h. The polymer supported base was filtered off and the filtrate was diluted with DCM (10 ml) and washed with saturated sodium hydrogen carbonate (2×15 ml). The organic layer was then loaded directly onto a silica column elutin... Reactants: N=1N=C(N2C1C=CC=C2)C2=NC1=C(C=C(C=C1C=C2)F)Br (2-([1,2,4]Triazolo[4,3-a]pyridin-3-yl)-8-bromo-6-fluoroquinoline), N1CCC(CC1)CNC(OC(C)(C)C)=O (tert-butyl piperidin-4-ylmethylcarbamate), C(=O)([O-])[O-].[Cs+].[Cs+] (Cs2CO3), Binap-rac. Reagents/catalysts: C=1C=CC(=CC1)/C=C/C(=O)/C=C/C2=CC=CC=C2.C=1C=CC(=CC1)/C=C/C(=O)/C=C/C2=CC=CC=C2.C=1C=CC(=CC1)/C=C/C(=O)/C=C/C2=CC=CC=C2.[Pd].[Pd] (Pd2dba3). Solvent: C1(=CC=CC=C1)C (toluene). Run at temperature 95 celsius. Yields the product C(C)(C)(C)OC(NCC1CCN(CC1)C=1C=C(C=C2C=CC(=NC12)C1=NN=C2N1C=CC=C2)F)=O (tert-butyl(1-(2-([1,2,4]triazolo[4,3-a]pyridin-3-yl)-6-fluoroquinolin-8-yl)piperidin-4-yl)methylcarbamate). The yield is 97.0%. Reaction SMILES: [N:1]1[N:2]=[C:3]([C:10]2[CH:19]=[CH:18][C:17]3[C:12](=[C:13](Br)[CH:14]=[C:15]([F:20])[CH:16]=3)[N:11]=2)[N:4]2[CH:9]=[CH:8][CH:7]=[CH:6][C:5]=12.[NH:22]1[CH2:27][CH2:26][CH:25]([CH2:28][NH:29][C:30](=[O:36])[O:31][C:32]([CH3:35])([CH3:34])[CH3:33])[CH2:24][CH2:23]1.C([O-])([O-])=O.[Cs+].[Cs+]>C1(C)C=CC=CC=1.C1C=CC(/C=C/C(/C=C/C2C=CC=CC=2)=O)=CC=1.C1C=CC(/C=C/C(/C=C/C2C=CC=CC=2)=O)=CC=1.C1C=CC(/C=C/C(/C=C/C2C=CC=CC=2)=O)=CC=1.[Pd].[Pd]>[C:32]([O:31][C:30](=[O:36])[NH:29][CH2:28][CH:25]1[CH2:24][CH2:23][N:22]([C:13]2[CH:14]=[C:15]([F:20])[CH:16]=[C:17]3[C:12]=2[N:11]=[C:10]([C:3]2[N:4]4[CH:9]=[CH:8][CH:7]=[CH:6][C:5]4=[N:1][N:2]=2)[CH:19]=[CH:18]3)[CH2:27][CH2:26]1)([CH3:35])([CH3:33])[CH3:34] |f:2.3.4,6.7.8.9.10|. Reported procedure: 2-([1,2,4]Triazolo[4,3-a]pyridin-3-yl)-8-bromo-6-fluoroquinoline (70 mg, 0.20 mmol), tert-butyl piperidin-4-ylmethylcarbamate (56.8 mg, 0.27 mmol), and Cs2CO3 (66 mg, 0.20 mmol) were weighed into a 5.0 mL reaction vial and suspended in 2.0 mL of anhydrous toluene. The solution was purged with Argon followed by addition of Pd2dba3 (93.4 mg, 0.10 mmol), Binap-rac (12.7 mg, 0.020 mmol), then heated to 95° C. for 48 hours. The reaction was cooled to ambient temperature, followed by filtration throug...